This data is from the Open Reaction Database (ORD), a public repository of structured organic reaction records. The task is: describe an organic reaction: reactants, conditions, products, and yield Starting materials: N(=O)C1=CC=CC=C1 (nitrosobenzene), C1=CC=CC=C1 (benzene), [Br-].[Al+3].[Br-].[Br-] (aluminum bromide), [C]=O (carbon monoxide). The reagents and catalysts are [Rh] (rhodium on carbon). Run at temperature 190 celsius. Yields the product C1(=CC=CC=C1)N=C=O (Phenyl isocyanate). As a reaction SMILES: [N:1]([C:3]1C=CC=CC=1)=O.[Br-].[Al+3].[Br-].[Br-].[C]=[O:14].[CH:15]1[CH:20]=[CH:19][CH:18]=[CH:17][CH:16]=1>[Rh]>[C:15]1([N:1]=[C:3]=[O:14])[CH:20]=[CH:19][CH:18]=[CH:17][CH:16]=1 |f:1.2.3.4,^3:12|. Reported procedure: The procedure of Example 14 is repeated using 12.3 parts of nitrosobenzene, 80 parts of benzene, 5 parts of rhodium on carbon and 1.41 parts of aluminum bromide. After carbon monoxide is introduced to a pressure of 3,000 p.s.i., the pressure vessel is heated at 190°C. for 5 hours. Phenyl isocyanate is obtained. Starting materials: CC(C)(C)n1nc(C2CCC2)c2cc(Br)c(=O)[nH]c21, COCCOC, OB(O)c1cc(Cl)cc(Cl)c1, ClCCl, [Cs+], [F-], c1ccc(P(c2ccccc2)(c2ccccc2)[Pd](P(c2ccccc2)(c2ccccc2)c2ccccc2)(P(c2ccccc2)(c2ccccc2)c2ccccc2)P(c2ccccc2)(c2ccccc2)c2ccccc2)cc1. Product: CC(C)(C)n1nc(C2CCC2)c2cc(-c3cc(Cl)cc(Cl)c3)c(=O)[nH]c21. Reaction SMILES: [Br:1][c:2]1[cH:3][c:4]2[c:5]([nH:6][c:7]1=[O:8])[n:9]([C:16]([CH3:17])([CH3:18])[CH3:19])[n:10][c:11]2[CH:12]1[CH2:13][CH2:14][CH2:15]1.[CH2:33]([CH2:34][O:35][CH3:36])[O:37][CH3:38].[Cl:20][c:21]1[cH:22][c:23]([B:28]([OH:29])[OH:30])[cH:24][c:25]([Cl:27])[cH:26]1.[Cl:39][CH2:40][Cl:41].[Cs+:32].[F-:31].[cH:42]1[cH:43][cH:44][c:45]([P:46]([Pd:47]([P:48]([c:49]2[cH:50][cH:51][cH:52][cH:53][cH:54]2)([c:55]2[cH:56][cH:57][cH:58][cH:59][cH:60]2)[c:61]2[cH:62][cH:63][cH:64][cH:65][cH:66]2)([P:67]([c:68]2[cH:69][cH:70][cH:71][cH:72][cH:73]2)([c:74]2[cH:75][cH:76][cH:77][cH:78][cH:79]2)[c:80]2[cH:81][cH:82][cH:83][cH:84][cH:85]2)[P:86]([c:87]2[cH:88][cH:89][cH:90][cH:91][cH:92]2)([c:93]2[cH:94][cH:95][cH:96][cH:97][cH:98]2)[c:99]2[cH:100][cH:101][cH:102][cH:103][cH:104]2)([c:105]2[cH:106][cH:107][cH:108][cH:109][cH:110]2)[c:111]2[cH:112][cH:113][cH:114][cH:115][cH:116]2)[cH:117][cH:118]1>>[c:2]1(-[c:23]2[cH:22][c:21]([Cl:20])[cH:26][c:25]([Cl:27])[cH:24]2)[cH:3][c:4]2[c:5]([nH:6][c:7]1=[O:8])[n:9]([C:16]([CH3:17])([CH3:18])[CH3:19])[n:10][c:11]2[CH:12]1[CH2:13][CH2:14][CH2:15]1.